describe an organic reaction: reactants, conditions, products, and yield From a dataset of the Open Reaction Database (ORD), a public repository of structured organic reaction records. Reactants: ClC=1C=CC(=C(C1)C1=CC=C(C=C1)/C(=C/C(=O)OCC)/C)OC ((E)-Ethyl 3-(5′-chloro-2′-methoxy-biphenyl-4-yl)-but-2-enoate), CC(C)C[AlH]CC(C)C (DIBAL-H). Yields the product ClC=1C=CC(=C(C1)C1=CC=C(C=C1)/C(=C/CO)/C)OC ((E)-3-(5′-chloro-2′-methoxy-biphenyl-4-yl)-but-2-en-1-ol). As a reaction SMILES: [Cl:1][C:2]1[CH:3]=[CH:4][C:5]([O:22][CH3:23])=[C:6]([C:8]2[CH:13]=[CH:12][C:11](/[C:14](/[CH3:21])=[CH:15]/[C:16](OCC)=[O:17])=[CH:10][CH:9]=2)[CH:7]=1.CC(C[AlH]CC(C)C)C>>[Cl:1][C:2]1[CH:3]=[CH:4][C:5]([O:22][CH3:23])=[C:6]([C:8]2[CH:13]=[CH:12][C:11](/[C:14](/[CH3:21])=[CH:15]/[CH2:16][OH:17])=[CH:10][CH:9]=2)[CH:7]=1. Procedure details: (E)-Ethyl 3-(5′-chloro-2′-methoxy-biphenyl-4-yl)-but-2-enoate (0.90 g, 2.72 mmol) was reduced with DIBAL-H by a procedure analogous to that described in example 52 b to give (E)-3-(5′-chloro-2′-methoxy-biphenyl-4-yl)-but-2-en-1-ol as a colourless oil; 0.785 g (100%). Reaction SMILES: I[C:2]1[C:14]2[S:13][C:12]3[CH:15]=[CH:16][CH:17]=[CH:18][C:11]=3[C:10]=2[C:9]([C:19]2[CH:24]=[CH:23][C:22]([O:25][S:26]([CH3:29])(=[O:28])=[O:27])=[CH:21][CH:20]=2)=[C:8]2[C:3]=1[CH:4]=[CH:5][CH:6]=[CH:7]2.[CH3:30][Sn](C)(C)C.O>CN(C)C=O.C1(C=CC=CC=1)[P](C1C=CC=CC=1)(C1C=CC=CC=1)[Pd][P](C1C=CC=CC=1)(C1C=CC=CC=1)C1C=CC=CC=1>[CH3:30][C:2]1[C:14]2[S:13][C:12]3[CH:15]=[CH:16][CH:17]=[CH:18][C:11]=3[C:10]=2[C:9]([C:19]2[CH:24]=[CH:23][C:22]([O:25][S:26]([CH3:29])(=[O:27])=[O:28])=[CH:21][CH:20]=2)=[C:8]2[C:3]=1[CH:4]=[CH:5][CH:6]=[CH:7]2 |^1:46,60|. Run at temperature 103 celsius, time 8 hour. Procedure details: A suspension of methanesulfonic acid 4-(6-iodo-benzo[b]naphtho[2,3-d]thiophen-11-yl)-phenyl ester (1.65 g, 3.11 mmole), tetramethyltin (3.58, 25.8 mmole), and bis(triphenylphosphine)palladium II chloride (0.218 g, 0.311 mmole 10 mole %) in dry N,N dimethylformamide (16 mL) was heated in a sealed vessel under argon at 103° C. for 4 hours and left at room temperature overnight. The reaction mixture was added to water (200 mL) and extracted with ether. Silica gel (40 mL) was added and the solvent r... Yields the product CC1=C2C=CC=CC2=C(C=2C3=C(SC21)C=CC=C3)C3=CC=C(C=C3)OS(=O)(=O)C (Methanesulfonic acid 4-(6-methyl-benzo[b]naphtho[2,3-d]thiophen-11-yl)-phenyl ester). Reactants: IC1=C2C=CC=CC2=C(C=2C3=C(SC21)C=CC=C3)C3=CC=C(C=C3)OS(=O)(=O)C (methanesulfonic acid 4-(6-iodo-benzo[b]naphtho[2,3-d]thiophen-11-yl)-phenyl ester), C[Sn](C)(C)C (tetramethyltin), O (water). Reagents/catalysts: C1([P]([Pd][P](C2=CC=CC=C2)(C3=CC=CC=C3)C4=CC=CC=C4)(C5=CC=CC=C5)C6=CC=CC=C6)=CC=CC=C1 (bis(triphenylphosphine)palladium). Isolated yield 86.0%. The solvent is CN(C=O)C (N,N dimethylformamide). The reactants are C(C1=CC=CC=C1)N1CCC(CC1)NC(=O)C1=NNC2=CC=CC=C12 (N-(1-benzylpiperidin-4-yl)-indazole-3-carboxamide), [H-].[Na+] (sodium hydride), C(C)(C)Br (isopropylbromide). Run in CN(C)C=O (DMF). Run at time 3 hour. Yields the product C(C1=CC=CC=C1)N1CCC(CC1)NC(=O)C1=NN(C2=CC=CC=C12)C(C)C (N-(1-benzylpiperidin-4-yl)-1-isopropylindazole-3-carboxamide). Yield: 32.4%. RXN SMILES: [CH2:1]([N:8]1[CH2:13][CH2:12][CH:11]([NH:14][C:15]([C:17]2[C:25]3[C:20](=[CH:21][CH:22]=[CH:23][CH:24]=3)[NH:19][N:18]=2)=[O:16])[CH2:10][CH2:9]1)[C:2]1[CH:7]=[CH:6][CH:5]=[CH:4][CH:3]=1.[H-].[Na+].[CH:28](Br)([CH3:30])[CH3:29]>CN(C=O)C>[CH2:1]([N:8]1[CH2:13][CH2:12][CH:11]([NH:14][C:15]([C:17]2[C:25]3[C:20](=[CH:21][CH:22]=[CH:23][CH:24]=3)[N:19]([CH:28]([CH3:30])[CH3:29])[N:18]=2)=[O:16])[CH2:10][CH2:9]1)[C:2]1[CH:3]=[CH:4][CH:5]=[CH:6][CH:7]=1 |f:1.2|. Procedure: A solution of N-(1-benzylpiperidin-4-yl)-indazole-3-carboxamide (3.34 g, 10.0 mmol) in dry DMF (70 ml) under argon atmosphere was added sodium hydride (0.25 g, 10.0 mmol) and stirred at room temperature for 3 h. The mixture was added isopropylbromide (1.37 g, 11.0 mmol) and stirred for additional 24 h. The reaction mixture was evaporated in vacuo and the residue added EtOAc (100 ml). The organic layer washed with brine (50 ml) and H2O (2×50 ml). The organic layer was dried over Na2SO4, filtered ... The reactants are CC(C)(C)OC(=O)Nc1cc(CC#N)c(I)cc1NC(=O)CC(=O)c1cccc(-n2ccnc2)c1, ClCCl, O=C(O)C(F)(F)F. Product: N#CCc1cc2c(cc1I)NC(=O)CC(c1cccc(-n3ccnc3)c1)=N2. As a reaction SMILES: [C:1]([O:2][C:3](=[O:4])[NH:7][c:8]1[c:9]([NH:18][C:19]([CH2:20][C:21](=[O:5])[c:23]2[cH:24][c:25](-[n:29]3[cH:30][n:31][cH:32][cH:33]3)[cH:26][cH:27][cH:28]2)=[O:34])[cH:10][c:11]([I:17])[c:12]([CH2:14][C:15]#[N:16])[cH:13]1)([CH3:6])([CH3:22])[CH3:35].[Cl:43][CH2:44][Cl:45].[F:36][C:37]([F:38])([F:39])[C:40]([OH:41])=[O:42]>>[N:7]1=[C:21]([c:23]2[cH:24][c:25](-[n:29]3[cH:30][n:31][cH:32][cH:33]3)[cH:26][cH:27][cH:28]2)[CH2:20][C:19](=[O:34])[NH:18][c:9]2[c:8]1[cH:13][c:12]([CH2:14][C:15]#[N:16])[c:11]([I:17])[cH:10]2.